Dataset: the Open Reaction Database (ORD), a public repository of structured organic reaction records. Task: describe an organic reaction: reactants, conditions, products, and yield The reactants are FC1=CC=C(C=C1)[C@@H](C)NC(=O)[C@@H]1CC[C@H](CC1)NS(=O)(=O)C=1C=NC(=CC1)Cl (Trans-4-(6-Chloro-pyridine-3-sulfonylamino)-cyclohexanecarboxylic acid [(R)-1-(4-fluoro-phenyl)-ethyl]-amide), N1N=CC=C1 (pyrazole), CC1(C2=C(C(=CC=C2)P(C3=CC=CC=C3)C4=CC=CC=C4)OC5=C(C=CC=C51)P(C6=CC=CC=C6)C7=CC=CC=C7)C (Xantphos), CC(C)([O-])C.[Na+] (sodium tert-butoxide). Reagents/catalysts: C=1C=CC(=CC1)/C=C/C(=O)/C=C/C2=CC=CC=C2.C=1C=CC(=CC1)/C=C/C(=O)/C=C/C2=CC=CC=C2.C=1C=CC(=CC1)/C=C/C(=O)/C=C/C2=CC=CC=C2.[Pd].[Pd] (Pd2(dba)3). The solvent is C(Cl)Cl (DCM), CC#N (MeCN), C1(=CC=CC=C1)C (toluene), C(C)(C)(C)O (tert-butanol). Product: FC1=CC=C(C=C1)[C@@H](C)NC(=O)[C@@H]1CC[C@H](CC1)NS(=O)(=O)C=1C=NC(=CC1)N1N=CC=C1 (Trans-4-(6-(pyrazol-1-yl)-pyridine-3-sulfonylamino)-cyclohexanecarboxylic acid [(R)-1-(4-fluoro-phenyl)-ethyl]-amide). The yield is 14.1%. RXN SMILES: [F:1][C:2]1[CH:7]=[CH:6][C:5]([C@H:8]([NH:10][C:11]([C@H:13]2[CH2:18][CH2:17][C@H:16]([NH:19][S:20]([C:23]3[CH:24]=[N:25][C:26](Cl)=[CH:27][CH:28]=3)(=[O:22])=[O:21])[CH2:15][CH2:14]2)=[O:12])[CH3:9])=[CH:4][CH:3]=1.[NH:30]1[CH:34]=[CH:33][CH:32]=[N:31]1.CC1(C)C2C(=C(P(C3C=CC=CC=3)C3C=CC=CC=3)C=CC=2)OC2C(P(C3C=CC=CC=3)C3C=CC=CC=3)=CC=CC1=2.CC(C)([O-])C.[Na+]>C1(C)C=CC=CC=1.C(O)(C)(C)C.C(Cl)Cl.CC#N.C1C=CC(/C=C/C(/C=C/C2C=CC=CC=2)=O)=CC=1.C1C=CC(/C=C/C(/C=C/C2C=CC=CC=2)=O)=CC=1.C1C=CC(/C=C/C(/C=C/C2C=CC=CC=2)=O)=CC=1.[Pd].[Pd]>[F:1][C:2]1[CH:7]=[CH:6][C:5]([C@H:8]([NH:10][C:11]([C@H:13]2[CH2:18][CH2:17][C@H:16]([NH:19][S:20]([C:23]3[CH:24]=[N:25][C:26]([N:30]4[CH:34]=[CH:33][CH:32]=[N:31]4)=[CH:27][CH:28]=3)(=[O:22])=[O:21])[CH2:15][CH2:14]2)=[O:12])[CH3:9])=[CH:4][CH:3]=1 |f:3.4,9.10.11.12.13|. Reported procedure: Trans-4-(6-Chloro-pyridine-3-sulfonylamino)-cyclohexanecarboxylic acid [(R)-1-(4-fluoro-phenyl)-ethyl]-amide (Example 114, 100 mg, 0.225 mmol), pyrazole (70 mg, 0.91 mmol), Pd2(dba)3 (25 mg, 0.025 mmol), Xantphos (20 mg, 0.05 mmol), sodium tert-butoxide (108 mg, 1.125 mmol) were dissolved in toluene (1 ml) and tert-butanol (3 ml). The reaction mixture was microwaved at 160° C. for 5 min., after which LCMS indicated that the reaction was complete. The reaction was diluted with DCM and MeCN and fi... Starting materials: C1CCOC1, COc1cc([N+](=O)[O-])ccc1-c1cc(C)no1, CO, Cl, Cl[Sn]Cl. Product: COc1cc(N)ccc1-c1cc(C)no1. RXN SMILES: [CH2:24]1[O:25][CH2:26][CH2:27][CH2:28]1.[CH3:1][O:2][c:3]1[c:4](-[c:12]2[cH:13][c:14]([CH3:17])[n:15][o:16]2)[cH:5][cH:6][c:7]([N+:9]([O-:10])=[O:11])[cH:8]1.[CH3:22][OH:23].[ClH:21].[Sn:18]([Cl:19])[Cl:20]>>[CH3:1][O:2][c:3]1[c:4](-[c:12]2[cH:13][c:14]([CH3:17])[n:15][o:16]2)[cH:5][cH:6][c:7]([NH2:9])[cH:8]1. Product: Brc1ccc2c(N3CCNCC3)nncc2c1. The reactants are Clc1nncc2cc(Br)ccc12, O=C([O-])[O-], C1CNCCN1, CC#N, [K+], [K+]. Reaction SMILES: [Br:1][c:2]1[cH:3][c:4]2[cH:5][n:6][n:7][c:8]([Cl:12])[c:9]2[cH:10][cH:11]1.[C:19](=[O:20])([O-:21])[O-:22].[CH2:13]1[CH2:14][NH:15][CH2:16][CH2:17][NH:18]1.[CH3:25][C:26]#[N:27].[K+:23].[K+:24]>>[Br:1][c:2]1[cH:3][c:4]2[cH:5][n:6][n:7][c:8]([N:15]3[CH2:14][CH2:13][NH:18][CH2:17][CH2:16]3)[c:9]2[cH:10][cH:11]1. Starting materials: N1=CC(=CC=C1)NC(=O)C1=CC=C2C=C3N(C2=C1)CCCC3=O (9-Oxo-6,7,8,9-tetrahydro-pyrido[1,2-a]indole-3-carboxylic acid pyridin-3-ylamide), Cl.NO (hydroxylamine hydrochloride), N1=CC=CC=C1 (pyridine). Run in CO (MeOH), O (water). Product: N1=CC(=CC=C1)NC(=O)C1=CC=C2C=C3N(C2=C1)CCCC3=NO (9-hydroxyimino-6,7,8,9-tetrahydro-pyrido[1,2-a]indole-3-carboxylic acid pyridin-3-ylamide). Yield: 77.6%. RXN SMILES: [N:1]1[CH:6]=[CH:5][CH:4]=[C:3]([NH:7][C:8]([C:10]2[CH:18]=[C:17]3[C:13]([CH:14]=[C:15]4[C:22](=O)[CH2:21][CH2:20][CH2:19][N:16]43)=[CH:12][CH:11]=2)=[O:9])[CH:2]=1.Cl.[NH2:25][OH:26].N1C=CC=CC=1>CO.O>[N:1]1[CH:6]=[CH:5][CH:4]=[C:3]([NH:7][C:8]([C:10]2[CH:18]=[C:17]3[C:13]([CH:14]=[C:15]4[C:22](=[N:25][OH:26])[CH2:21][CH2:20][CH2:19][N:16]43)=[CH:12][CH:11]=2)=[O:9])[CH:2]=1 |f:1.2|. Reported procedure: 9-Oxo-6,7,8,9-tetrahydro-pyrido[1,2-a]indole-3-carboxylic acid pyridin-3-ylamide (150 mg, 0.491 mmol), hydroxylamine hydrochloride (1.50 g, 21.6 mmol), and pyridine (3 mL) were combined in MeOH (40 mL) and heated to 60 □C for 20 h. The reaction was cooled and diluted with water (200 mL). The resulting precipitate was filtered, washed with water, then hexanes, and dried in a vacuum oven to give the title compound (122 mg, 78%) as an analytically pure mixture of oxime regioisomers (2:1).